This data is from the Open Reaction Database (ORD), a public repository of structured organic reaction records. The task is: describe an organic reaction: reactants, conditions, products, and yield RXN SMILES: [C:1]1([CH:11]([C:17](=O)C)[C:12](OCC)=O)[C:10]2[C:5](=[CH:6][CH:7]=[CH:8][CH:9]=2)[CH:4]=[CH:3][CH:2]=1.[OH2:20].[NH2:21][NH2:22].[CH2:23](O)C>>[CH3:23][N:21]1[CH:12]=[C:11]([C:1]2[C:10]3[C:5](=[CH:6][CH:7]=[CH:8][CH:9]=3)[CH:4]=[CH:3][CH:2]=2)[C:17]([OH:20])=[N:22]1 |f:1.2|. Reported procedure: A mixture of ethyl 2-(naphthalen-1-yl)-3-oxobutanoate (500 mg, 1.95 mmol) and hydrazine hydrate (0.122 mL, 3.9 mmol) in ethanol (3 mL) was stirred at reflux for 2 hours. The reaction mixture was then cooled to room temperature and concentrated to give compound methyl-4-(naphthalen-1-yl)-1H-pyrazol-3-ol as an oil that solidified upon standing (400 mg, 91%). The crude product was used in next step without further purification. The reactants are C1(=CC=CC2=CC=CC=C12)C(C(=O)OCC)C(C)=O (ethyl 2-(naphthalen-1-yl)-3-oxobutanoate), O.NN (hydrazine hydrate), C(C)O (ethanol). Yields the product CN1N=C(C(=C1)C1=CC=CC2=CC=CC=C12)O (methyl-4-(naphthalen-1-yl)-1H-pyrazol-3-ol). Starting materials: OC1CN(CCC1C1=CC=C(C=C1)O)C(=O)OCC1=CC=CC=C1 (benzyl 3-hydroxy-4-(4-hydroxyphenyl)piperidine-1-carboxylate), N1(CCCC1)C(=O)[O-] (pyrrolidine-1-carboxylate). Product: C(C)(C)(C)OC(=O)N1C[C@H](CC1)OC1=CC=C(C=C1)C1C(CN(CC1)C(=O)OCC1=CC=CC=C1)O (Benzyl 4-[4-(1-tert-butoxycarbonylpyrrolidin-3(S)-yloxy)phenyl]-3-hydroxypiperidine-1-carboxylate). Reaction SMILES: [OH:1][CH:2]1[CH:7]([C:8]2[CH:13]=[CH:12][C:11]([OH:14])=[CH:10][CH:9]=2)[CH2:6][CH2:5][N:4]([C:15]([O:17][CH2:18][C:19]2[CH:24]=[CH:23][CH:22]=[CH:21][CH:20]=2)=[O:16])[CH2:3]1.[N:25]1([C:30]([O-:32])=[O:31])[CH2:29][CH2:28][CH2:27][CH2:26]1>>[C:7]([O:31][C:30]([N:25]1[CH2:29][CH2:28][C@H:27]([O:14][C:11]2[CH:10]=[CH:9][C:8]([CH:7]3[CH2:6][CH2:5][N:4]([C:15]([O:17][CH2:18][C:19]4[CH:20]=[CH:21][CH:22]=[CH:23][CH:24]=4)=[O:16])[CH2:3][CH:2]3[OH:1])=[CH:13][CH:12]=2)[CH2:26]1)=[O:32])([CH3:8])([CH3:2])[CH3:6]. Procedure details: Analogously to Method I, 0.665 g of benzyl 3-hydroxy-4-(4-hydroxyphenyl)piperidine-1-carboxylate and 0.822 g of tert-butyl 3(R)-toluene-4-sulphonyloxy)pyrrolidine-1-carboxylate are reacted. The title compound is obtained as a white foam. Rf=0.14 (1:1 EtOAc-heptane). Rt=4.91. Reactants: COC=1C=CC(=CC1)P2(=S)SP(=S)(S2)C=3C=CC(=CC3)OC (Lawesson's reagent), C1(CCCCC1)[C@@H]1CC[C@H](C(NC1)=O)NC(OC(C)(C)C)=O (tert-butyl [(3R,6S)-6-cyclohexyl-2-oxoazepan-3-yl]carbamate). Solvent: C1(=CC=CC=C1)C (toluene). Run at temperature 90 celsius, time 1 hour. The product is C1(CCCCC1)[C@@H]1CC[C@H](C(NC1)=S)NC(OC(C)(C)C)=O (tert-Butyl [(3R,6S)-6-cyclohexyl-2-thioxoazepan-3-yl]carbamate). Yield: 115.5%. Reaction SMILES: COC1C=CC(P2(SP(C3C=CC(OC)=CC=3)(=S)S2)=[S:10])=CC=1.[CH:23]1([C@H:29]2[CH2:35][NH:34][C:33](=O)[C@H:32]([NH:37][C:38](=[O:44])[O:39][C:40]([CH3:43])([CH3:42])[CH3:41])[CH2:31][CH2:30]2)[CH2:28][CH2:27][CH2:26][CH2:25][CH2:24]1>C1(C)C=CC=CC=1>[CH:23]1([C@H:29]2[CH2:35][NH:34][C:33](=[S:10])[C@H:32]([NH:37][C:38](=[O:44])[O:39][C:40]([CH3:43])([CH3:42])[CH3:41])[CH2:31][CH2:30]2)[CH2:28][CH2:27][CH2:26][CH2:25][CH2:24]1. Procedure: Lawesson's reagent [2,4-Bis(4-methoxyphenyl)-1,3-dithia-2,4-diphosphetane-2,4-disulfide] (140 mg, 0.35 mmol) was added to a suspension of tert-butyl [(3R,6S)-6-cyclohexyl-2-oxoazepan-3-yl]carbamate (210 mg, 0.68 mmol) in toluene (8 mL) and the mixture was heated to 90° C. After 1 h, the reaction was allowed to cool to ambient temperature and concentrated. Purification by silica gel chromatography (100% dichloromethane→95% dichloromethane/ethyl acetate) gave the title compound (132 mg). MS 327.2 ... Starting materials: NC(CC(C(=O)OC)C)C=1C(=NC=CC1OC)OC (methyl 4-amino-4-(2,4-dimethoxypyridin-3-yl)-2-methylbutanoate), C1(=CC(=CC=C1)C=O)C1=CC=CC=C1 ([1,1′-biphenyl]-3-carbaldehyde). The product is C1(=CC(=CC=C1)CN1C(C(CC1C=1C(=NC=CC1OC)OC)C)=O)C1=CC=CC=C1 (1-([1,1′-biphenyl]-3-ylmethyl)-5-(2,4-dimethoxypyridin-3-yl)-3-methylpyrrolidin-2-one). RXN SMILES: [NH2:1][CH:2]([C:10]1[C:11]([O:18][CH3:19])=[N:12][CH:13]=[CH:14][C:15]=1[O:16][CH3:17])[CH2:3][CH:4]([CH3:9])[C:5]([O:7]C)=O.[C:20]1([C:28]2[CH:33]=[CH:32][CH:31]=[CH:30][CH:29]=2)[CH:25]=[CH:24][CH:23]=[C:22]([CH:26]=O)[CH:21]=1>>[C:20]1([C:28]2[CH:29]=[CH:30][CH:31]=[CH:32][CH:33]=2)[CH:25]=[CH:24][CH:23]=[C:22]([CH2:26][N:1]2[CH:2]([C:10]3[C:11]([O:18][CH3:19])=[N:12][CH:13]=[CH:14][C:15]=3[O:16][CH3:17])[CH2:3][CH:4]([CH3:9])[C:5]2=[O:7])[CH:21]=1. Reported procedure: Prepared according to the described general procedure 2 (GP2) by reaction of methyl 4-amino-4-(2,4-dimethoxypyridin-3-yl)-2-methylbutanoate with commercially available [1,1′-biphenyl]-3-carbaldehyde. Subsequent purification by preparative HPLC afforded the target compound. LC-MS (conditions A): tR=0.85 min.; [M+H]+: 402.99 g/mol. Starting materials: C(C)OC(C(CC1=CC=C(C=C1)O)(OC1=CC=C(C=C1)OC(F)(F)F)C)=O (3-(4-hydroxyphenyl)-2-methyl-2-(4-trifluoromethoxy-phenoxy)-propionic acid ethyl ester), CC1=C(N=C(O1)C1(CCCCC1)C)CCOS(=O)(=O)C1=CC=C(C=C1)C (toluene-4-sulfonic acid 2-(5-methyl-2-(1-methylcyclohexyl)oxazol-4-yl)-ethyl ester). The product is CC(C(=O)O)(CC1=CC=C(C=C1)OCCC=1N=C(OC1C)C1(CCCCC1)C)OC1=CC=C(C=C1)OC(F)(F)F (2-Methyl-3-(4-{2-[5-methyl-2-(1-methyl-cyclohexyl)-oxazol-4-yl]-ethoxy}-phenyl)-2-(4-trifluoromethoxy-phenoxy)-propionic acid). Reaction SMILES: C([O:3][C:4](=[O:27])[C:5]([CH3:26])([O:14][C:15]1[CH:20]=[CH:19][C:18]([O:21][C:22]([F:25])([F:24])[F:23])=[CH:17][CH:16]=1)[CH2:6][C:7]1[CH:12]=[CH:11][C:10]([OH:13])=[CH:9][CH:8]=1)C.[CH3:28][C:29]1[O:33][C:32]([C:34]2([CH3:40])[CH2:39][CH2:38][CH2:37][CH2:36][CH2:35]2)=[N:31][C:30]=1[CH2:41][CH2:42]OS(C1C=CC(C)=CC=1)(=O)=O>>[CH3:26][C:5]([O:14][C:15]1[CH:20]=[CH:19][C:18]([O:21][C:22]([F:23])([F:24])[F:25])=[CH:17][CH:16]=1)([CH2:6][C:7]1[CH:8]=[CH:9][C:10]([O:13][CH2:42][CH2:41][C:30]2[N:31]=[C:32]([C:34]3([CH3:40])[CH2:39][CH2:38][CH2:37][CH2:36][CH2:35]3)[O:33][C:29]=2[CH3:28])=[CH:11][CH:12]=1)[C:4]([OH:3])=[O:27]. Procedure: The title compound was prepared from 3-(4-hydroxyphenyl)-2-methyl-2-(4-trifluoromethoxy-phenoxy)-propionic acid ethyl ester and toluene-4-sulfonic acid 2-(5-methyl-2-(1-methylcyclohexyl)oxazol-4-yl)-ethyl ester using the procedure of Example 42. 1H NMR (400 MHz, CDCl3) δ 7.16 (d, 2H, J=8.60 Hz), 7.08 (d, 2H, J=8.60 Hz), 6.89 (d, 2H, J=8.60 Hz), 6.79 (d, 2H, J=8.60 Hz), 4.13 (t, 2H, J=6.25 Hz), 3.23 (d, 1H, J=14.08 Hz), 3.11 (d, 1H, J=14.08 Hz), 2.99 (t, 2H, J=6.25 Hz), 2.33 (s, 3H), 2.16-2.08 (m... Reaction SMILES: [CH3:1][O:2][C:3]([c:4]1[c:5]([C:6](=[O:7])[O:8][CH3:9])[cH:10][c:11]([NH:21][c:22]2[cH:23][cH:24][cH:25][cH:26][cH:27]2)[c:12]([NH:14][c:15]2[cH:16][cH:17][cH:18][cH:19][cH:20]2)[cH:13]1)=[O:28].[CH3:29][NH2:30].[OH:31][CH2:32][CH2:33][OH:34]>>[C:3]1(=[O:28])[c:4]2[c:5]([cH:10][c:11]([NH:21][c:22]3[cH:23][cH:24][cH:25][cH:26][cH:27]3)[c:12]([NH:14][c:15]3[cH:16][cH:17][cH:18][cH:19][cH:20]3)[cH:13]2)[C:6](=[O:7])[N:30]1[CH3:29]. Reactants: COC(=O)c1cc(Nc2ccccc2)c(Nc2ccccc2)cc1C(=O)OC, CN, OCCO. Yields the product CN1C(=O)c2cc(Nc3ccccc3)c(Nc3ccccc3)cc2C1=O. Run in CS(=O)C (DMSO), O (water). As a reaction SMILES: F[C:2]1[CH:3]=[C:4]([CH:7]=[CH:8][C:9]=1[CH:10]=[O:11])[C:5]#[N:6].[CH3:12][S-:13].[Na+]>CS(C)=O.O>[CH:10]([C:9]1[CH:8]=[CH:7][C:4]([C:5]#[N:6])=[CH:3][C:2]=1[S:13][CH3:12])=[O:11] |f:1.2|. The product is C(=O)C1=C(C=C(C#N)C=C1)SC (4-Formyl-3-(methylsulfanyl)benzonitrile). Procedure: 3-Fluoro-4-formylbenzonitrile (2.00 g, 13.4 mmol; Example 8A) was dissolved in DMSO (27 ml), and sodium methanethiolate (1.50 g, 21.5 mmol) was added with ice-bath cooling. The mixture was stirred for 45 min and then diluted with water (100 ml). The resulting precipitated product was filtered off with suction, washed with water and dried under reduced pressure. This gave 1.36 g (51% of theory) of the target compound as a yellow crystalline solid. Reactants: FC=1C=C(C#N)C=CC1C=O (3-Fluoro-4-formylbenzonitrile), C[S-].[Na+] (sodium methanethiolate). Conditions: time 45 minute. Reactants: C(C)(C)(C)OC(=O)NCCC(=O)O (3-tert-Butoxycarbonylamino-propionic acid), C(#N)C1=CC=C(OC=2C=C(C(=O)N3CCNCC3)C=C(C2)OC2=CC=C(C=C2)C#N)C=C1 (4-[3,5-bis-(4-cyano-phenoxy)-benzoyl]-piperazine). Yields the product C(C)(C)(C)OC(NCCC(=O)N1CCN(CC1)C(C1=CC(=CC(=C1)OC1=CC=C(C=C1)C#N)OC1=CC=C(C=C1)C#N)=O)=O ((3-{4-[3,5-Bis-(4-cyano-phenoxy)-benzoyl]-piperazin-1-yl}-3-oxo-propyl)-carbamic Acid Tert-butyl Ester). Isolated yield 77.0%. Reaction SMILES: [C:1]([O:5][C:6]([NH:8][CH2:9][CH2:10][C:11]([OH:13])=O)=[O:7])([CH3:4])([CH3:3])[CH3:2].[C:14]([C:16]1[CH:45]=[CH:44][C:19]([O:20][C:21]2[CH:22]=[C:23]([CH:32]=[C:33]([O:35][C:36]3[CH:41]=[CH:40][C:39]([C:42]#[N:43])=[CH:38][CH:37]=3)[CH:34]=2)[C:24]([N:26]2[CH2:31][CH2:30][NH:29][CH2:28][CH2:27]2)=[O:25])=[CH:18][CH:17]=1)#[N:15]>>[C:1]([O:5][C:6](=[O:7])[NH:8][CH2:9][CH2:10][C:11]([N:29]1[CH2:30][CH2:31][N:26]([C:24](=[O:25])[C:23]2[CH:22]=[C:21]([O:20][C:19]3[CH:18]=[CH:17][C:16]([C:14]#[N:15])=[CH:45][CH:44]=3)[CH:34]=[C:33]([O:35][C:36]3[CH:41]=[CH:40][C:39]([C:42]#[N:43])=[CH:38][CH:37]=3)[CH:32]=2)[CH2:27][CH2:28]1)=[O:13])([CH3:2])([CH3:3])[CH3:4]. Reported procedure: 3-tert-Butoxycarbonylamino-propionic acid (0.206 g, 1.09 mmol) and 4-[3,5-bis-(4-cyano-phenoxy)-benzoyl]-piperazine (0.5 g, 1.09 mmol) and other reagents as described in Example 9(e) were used to afford 0.5 g of the required product. 1H NMR (DMSO-d6): δ 1.38 (9H, s), 2.45 (2H, m), 3.14 (2H, m), 3.52 (8H, m), 6.71 (1H, brs), 7.01 (2H, s), 7.08 (1H, t), 7.28 (4H, d), 7.89 (4H, d). The solvent is CCOC(=O)C (EtOAc). As a reaction SMILES: [CH3:1][S:2]([NH:5][C:6]1[CH:11]=[CH:10][CH:9]=[CH:8][C:7]=1[CH:12]1[CH2:17][CH2:16][NH:15][CH:14](C(OC(C)(C)C)=O)[CH2:13]1)(=[O:4])=[O:3].Cl>CCOC(C)=O>[CH3:1][S:2]([NH:5][C:6]1[CH:11]=[CH:10][CH:9]=[CH:8][C:7]=1[CH:12]1[CH2:17][CH2:16][NH:15][CH2:14][CH2:13]1)(=[O:3])=[O:4]. Yields the product CS(=O)(=O)NC1=C(C=CC=C1)C1CCNCC1 (4-{2-[(Methylsulfonyl)amino]phenyl}-piperidine), solid. Reactants: CS(=O)(=O)NC1=C(C=CC=C1)C1CC(NCC1)C(=O)OC(C)(C)C (tert-butyl 4-(2-[{methylsulfonyl)amino]phenyl}piperidino-carboxylate), Cl (HCl). Reported procedure: To a 25 ml, round-bottomed flask equipped with stirring was added tert-butyl 4-(2-[{methylsulfonyl)amino]phenyl}piperidino-carboxylate (Step d) (610 mg, 1.72 mmol) followed by a saturated soln of HCl in EtOAc (10 mL). The reaction mixture was stirred at RT for 1 h and the title compound (HCl salt) was isolated by filtration as a white solid (460 mg). MS (ESI, pos. ion) m/z: 255 (M+1). Calc'd for C12H19ClN2O2S: 290.81. The reactants are CC=1NC2=CC=C(C=C2C1)N (2-methyl-1H-indol-5-ylamine), CN(CCNC(=O)C1=CC2=NC=CC(=C2S1)Cl)C (7-chloro-thieno[3,2-b]pyridine-2-carboxylic acid (2-dimethylamino-ethyl)-amide). Product: CN(CCNC(=O)C1=CC2=NC=CC(=C2S1)NC=1C=C2C=C(NC2=CC1)C)C (7-(2-Methyl-1H-indol-5-ylamino)-thieno[3,2-b]pyridine-2-carboxylic acid (2-dimethylamino-ethyl)-amide). As a reaction SMILES: [CH3:1][C:2]1[NH:3][C:4]2[C:9]([CH:10]=1)=[CH:8][C:7]([NH2:11])=[CH:6][CH:5]=2.[CH3:12][N:13]([CH3:29])[CH2:14][CH2:15][NH:16][C:17]([C:19]1[S:27][C:26]2[C:21](=[N:22][CH:23]=[CH:24][C:25]=2Cl)[CH:20]=1)=[O:18]>>[CH3:12][N:13]([CH3:29])[CH2:14][CH2:15][NH:16][C:17]([C:19]1[S:27][C:26]2[C:21](=[N:22][CH:23]=[CH:24][C:25]=2[NH:11][C:7]2[CH:8]=[C:9]3[C:4](=[CH:5][CH:6]=2)[NH:3][C:2]([CH3:1])=[CH:10]3)[CH:20]=1)=[O:18]. Reported procedure: The title compound was prepared from 2-methyl-1H-indol-5-ylamine and 7-chloro-thieno[3,2-b]pyridine-2-carboxylic acid (2-dimethylamino-ethyl)-amide by a procedure analogous to Example 1C. MS: 394 (MH+), HPLC Rf: 3.43; HPLC purity: 98%.